Dataset: the Open Reaction Database (ORD), a public repository of structured organic reaction records. Task: describe an organic reaction: reactants, conditions, products, and yield Reactants: COC([C@@H](NC1=C(C(C1=O)=O)NCC1=CC=CC=C1)CC1=CC=CC=C1)=O ([2-(benzylamino)-3,4-dioxo-cyclobut-1-enyl]-L-phenylalanine methyl ester), [Li+].[OH-] (LiOH). The solvent is C1CCOC1 (THF). Run at time 3 hour. Product: C(C1=CC=CC=C1)NC1=C(C(C1=O)=O)N[C@@H](CC1=CC=CC=C1)C(=O)O ([2-(Benzylamino)-3,4-dioxo-cyclobut-1-enyl]-L-phenylalanine). Reaction SMILES: C[O:2][C:3](=[O:27])[C@H:4]([CH2:20][C:21]1[CH:26]=[CH:25][CH:24]=[CH:23][CH:22]=1)[NH:5][C:6]1[C:9](=[O:10])[C:8](=[O:11])[C:7]=1[NH:12][CH2:13][C:14]1[CH:19]=[CH:18][CH:17]=[CH:16][CH:15]=1.[Li+].[OH-]>C1COCC1>[CH2:13]([NH:12][C:7]1[C:8](=[O:11])[C:9](=[O:10])[C:6]=1[NH:5][C@H:4]([C:3]([OH:27])=[O:2])[CH2:20][C:21]1[CH:26]=[CH:25][CH:24]=[CH:23][CH:22]=1)[C:14]1[CH:19]=[CH:18][CH:17]=[CH:16][CH:15]=1 |f:1.2|. Reported procedure: To a stirred solution of [2-(benzylamino)-3,4-dioxo-cyclobut-1-enyl]-L-phenylalanine methyl ester (0.16 mmol, 60 mg) in THF (5 mL) was added aqueous LiOH (1.0 M; 0.16 mmol; 160 μL) and the resulting solution was stirred at room temperature for 3 hours. The volatiles were removed in vacuo and the residue partitoned between 0.1M acetic acid and EtOAc. The organics were dried (Na2SO4) and concentrated in vacuo to afford the title compound as a white solid, mp=215-216° C. (33 mg; 59%). Starting materials: C(=O)C1N(CC2=CC=CC=C2C1)C(=O)OC(C)(C)C (tert-butyl 3-formyl-3,4-dihydroisoquinoline-2(1H)-carboxylate), C(C)OC(=O)C=P(C1=CC=CC=C1)(C1=CC=CC=C1)C1=CC=CC=C1 ((ethoxycarbonylmethylene)triphenylphosphorane). Run in C1CCOC1 (THF). Reaction conditions: time 8 hour. Product: C(C)OC(/C=C/C1N(CC2=CC=CC=C2C1)C(=O)OC(C)(C)C)=O ((E)-tert-butyl 3-(3-ethoxy-3-oxoprop-1-enyl)-3,4-dihydroisoquinoline-2(1H)-carboxylate). Isolated yield 81.5%. Reaction SMILES: [CH:1]([CH:3]1[CH2:12][C:11]2[C:6](=[CH:7][CH:8]=[CH:9][CH:10]=2)[CH2:5][N:4]1[C:13]([O:15][C:16]([CH3:19])([CH3:18])[CH3:17])=[O:14])=O.[CH2:20]([O:22][C:23]([CH:25]=P(C1C=CC=CC=1)(C1C=CC=CC=1)C1C=CC=CC=1)=[O:24])[CH3:21]>C1COCC1>[CH2:20]([O:22][C:23](=[O:24])/[CH:25]=[CH:1]/[CH:3]1[CH2:12][C:11]2[C:6](=[CH:7][CH:8]=[CH:9][CH:10]=2)[CH2:5][N:4]1[C:13]([O:15][C:16]([CH3:19])([CH3:18])[CH3:17])=[O:14])[CH3:21]. Procedure details: A solution of tert-butyl 3-formyl-3,4-dihydroisoquinoline-2(1H)-carboxylate (8.4 g, 32.2 mmol) in dry THF (200 mL, 0.16 M) was treated with (ethoxycarbonylmethylene)triphenylphosphorane (12.8 g, 37.0 mmol) in one portion. After stirring at room temperature overnight, the solvent was evaporated, and the resulting residue was dissolved in ether. Heptane was added and the precipitated triphenylphosphine oxide was filtered off. The filtrate was concentrated and purified by flash chromatography (5-20...